The task is: describe an organic reaction: reactants, conditions, products, and yield. This data is from the Open Reaction Database (ORD), a public repository of structured organic reaction records. Reactants: [OH-].[Na+] (sodium hydroxide), NC1=NC=CC=C1OCC1=CC=CC=C1 (2-amino-3-benzyloxypyridine), ice water, C(CC(=O)C)(=O)OCC (ethyl acetoacetate). Run in polyphosphoricacid. Run at temperature 100 celsius. Yields the product OC1=CC=CN2C1=NC(=CC2=O)C (9-hydroxy-2-methyl-4H-pyrido[1,2-a]pyrimidin-4-one). The yield is 20.0%. As a reaction SMILES: [NH2:1][C:2]1[C:7]([O:8]CC2C=CC=CC=2)=[CH:6][CH:5]=[CH:4][N:3]=1.[C:16](OCC)(=[O:21])[CH2:17][C:18]([CH3:20])=O.[OH-].[Na+]>>[OH:8][C:7]1[C:2]2=[N:1][C:18]([CH3:20])=[CH:17][C:16](=[O:21])[N:3]2[CH:4]=[CH:5][CH:6]=1 |f:2.3|. Procedure details: To a suspension of 2-amino-3-benzyloxypyridine (5.01 g) in polyphosphoricacid (40 ml) was dropwise added ethyl acetoacetate (6.51 g) at 60° C., and the mixture was warmed at 100° C. for 3 hours. The mixture was poured into ice water, neutralized with sodium hydroxide and extracted with chloroform. The extract was washed with water, dried over magnesium sulfate and concentrated in vacuo. The residue was purified by flash chromatography (methanol-chloroform) to give 9-hydroxy-2-methyl-4H-pyrido[1,... Starting materials: CCO, CCCS(=O)(=O)c1ccc(-c2cc3ccccc3c(N3CCN(C=O)CC3)n2)cc1, [Na+], [OH-]. Yields the product CCCS(=O)(=O)c1ccc(-c2cc3ccccc3c(N3CCNCC3)n2)cc1. RXN SMILES: [CH3:33][CH2:34][OH:35].[CH:1](=[O:2])[N:3]1[CH2:4][CH2:5][N:6]([c:9]2[n:10][c:11](-[c:19]3[cH:20][cH:21][c:22]([S:25](=[O:26])(=[O:27])[CH2:28][CH2:29][CH3:30])[cH:23][cH:24]3)[cH:12][c:13]3[cH:14][cH:15][cH:16][cH:17][c:18]23)[CH2:7][CH2:8]1.[Na+:32].[OH-:31]>>[NH:3]1[CH2:4][CH2:5][N:6]([c:9]2[n:10][c:11](-[c:19]3[cH:20][cH:21][c:22]([S:25](=[O:26])(=[O:27])[CH2:28][CH2:29][CH3:30])[cH:23][cH:24]3)[cH:12][c:13]3[cH:14][cH:15][cH:16][cH:17][c:18]23)[CH2:7][CH2:8]1. Starting materials: B, CC(C)(C)OC(=O)N1CCC(=O)N(CCC=O)CC1, CC(=O)O, OC1CNCCC12CC2, Cl, c1ccncc1. Product: CC(C)(C)OC(=O)N1CCC(=O)N(CCCN2CCC3(CC3)C(O)C2)CC1. As a reaction SMILES: [BH3:30].[C:1]([CH3:2])([CH3:3])([CH3:4])[O:5][C:6](=[O:7])[N:8]1[CH2:9][CH2:10][N:11]([CH2:16][CH2:17][CH:18]=[O:19])[C:12](=[O:15])[CH2:13][CH2:14]1.[C:37]([OH:38])(=[O:39])[CH3:40].[CH2:21]1[CH2:22][C:23]12[CH:24]([OH:29])[CH2:25][NH:26][CH2:27][CH2:28]2.[ClH:20].[n:31]1[cH:32][cH:33][cH:34][cH:35][cH:36]1>>[C:1]([CH3:2])([CH3:3])([CH3:4])[O:5][C:6](=[O:7])[N:8]1[CH2:9][CH2:10][N:11]([CH2:16][CH2:17][CH2:18][N:26]2[CH2:25][CH:24]([OH:29])[C:23]3([CH2:21][CH2:22]3)[CH2:28][CH2:27]2)[C:12](=[O:15])[CH2:13][CH2:14]1. Yields the product CC(O)c1nnc2ccc(-c3cnn(C)c3)nn12. Reactants: O=C([O-])[O-], Cn1cc(B2OC(C)(C)C(C)(C)O2)cn1, CC(O)c1nnc2ccc(Cl)nn12, [K+], [K+], C1COCCO1, O, c1ccc(P(c2ccccc2)(c2ccccc2)[Pd](P(c2ccccc2)(c2ccccc2)c2ccccc2)(P(c2ccccc2)(c2ccccc2)c2ccccc2)P(c2ccccc2)(c2ccccc2)c2ccccc2)cc1. As a reaction SMILES: [C:29](=[O:30])([O-:31])[O-:32].[CH3:14][n:15]1[n:16][cH:17][c:18]([B:20]2[O:21][C:22]([CH3:23])([CH3:24])[C:25]([CH3:26])([CH3:27])[O:28]2)[cH:19]1.[Cl:1][c:2]1[cH:3][cH:4][c:5]2[n:6]([n:7]1)[c:8]([CH:11]([CH3:12])[OH:13])[n:9][n:10]2.[K+:33].[K+:34].[O:35]1[CH2:36][CH2:37][O:38][CH2:39][CH2:40]1.[OH2:118].[cH:41]1[cH:42][cH:43][c:44]([P:45]([Pd:46]([P:47]([c:48]2[cH:49][cH:50][cH:51][cH:52][cH:53]2)([c:54]2[cH:55][cH:56][cH:57][cH:58][cH:59]2)[c:60]2[cH:61][cH:62][cH:63][cH:64][cH:65]2)([P:66]([c:67]2[cH:68][cH:69][cH:70][cH:71][cH:72]2)([c:73]2[cH:74][cH:75][cH:76][cH:77][cH:78]2)[c:79]2[cH:80][cH:81][cH:82][cH:83][cH:84]2)[P:85]([c:86]2[cH:87][cH:88][cH:89][cH:90][cH:91]2)([c:92]2[cH:93][cH:94][cH:95][cH:96][cH:97]2)[c:98]2[cH:99][cH:100][cH:101][cH:102][cH:103]2)([c:104]2[cH:105][cH:106][cH:107][cH:108][cH:109]2)[c:110]2[cH:111][cH:112][cH:113][cH:114][cH:115]2)[cH:116][cH:117]1>>[c:2]1(-[c:18]2[cH:17][n:16][n:15]([CH3:14])[cH:19]2)[cH:3][cH:4][c:5]2[n:6]([n:7]1)[c:8]([CH:11]([CH3:12])[OH:13])[n:9][n:10]2. The reactants are CC(=O)NC(C)n1nnnc1S, Cl. Reaction SMILES: [C:1](=[O:2])([CH3:3])[NH:4][CH:5]([CH3:6])[n:7]1[n:8][n:9][n:10][c:11]1[SH:12].[ClH:13]>>[ClH:13].[NH2:4][CH:5]([CH3:6])[n:7]1[n:8][n:9][n:10][c:11]1[SH:12]. The product is Cl, CC(N)n1nnnc1S. The reactants are NC1=C(C#N)C(=C(C=C1)C1=CC(=CC(=C1)Cl)Cl)Cl (2-amino-6-chloro-5-(3,5-dichlorophenyl)benzonitrile), Cl.ClC(=N)N (chloroformamidine hydrochloride). The solvent is COCCOCCOC (2-methoxyethyl ether). Yields the product NC1=NC2=CC=C(C(=C2C(=N1)N)Cl)C1=CC(=CC(=C1)Cl)Cl (2,4-diamino-5-chloro-6-(3,5-dichlorophenyl)quinazoline). Isolated yield 29.4%. As a reaction SMILES: [NH2:1][C:2]1[CH:9]=[CH:8][C:7]([C:10]2[CH:15]=[C:14]([Cl:16])[CH:13]=[C:12]([Cl:17])[CH:11]=2)=[C:6]([Cl:18])[C:3]=1[C:4]#[N:5].Cl.Cl[C:21]([NH2:23])=[NH:22]>COCCOCCOC>[NH2:23][C:21]1[N:22]=[C:4]([NH2:5])[C:3]2[C:2](=[CH:9][CH:8]=[C:7]([C:10]3[CH:11]=[C:12]([Cl:17])[CH:13]=[C:14]([Cl:16])[CH:15]=3)[C:6]=2[Cl:18])[N:1]=1 |f:1.2|. Procedure: This compound was prepared in a manner analogous to that of Step E of Example 1, using 1.5 grams (0.005 mole) of 2-amino-6-chloro-5-(3,5-dichlorophenyl)benzonitrile and 0.7 gram (0.006 mole) of chloroformamidine hydrochloride in 10 mL of 2-methoxyethyl ether. The solid was recrystallized from methanol, yielding 0.5 gram of 2,4-diamino-5-chloro-6-(3,5-dichlorophenyl)quinazoline. The NMR spectrum was consistent with the proposed structure; however, methanol was present in the sample.